Task: describe an organic reaction: reactants, conditions, products, and yield. Dataset: the Open Reaction Database (ORD), a public repository of structured organic reaction records The reactants are ClC(Cl)Cl, COC(=O)Cl, CCOC(=O)c1cn(C(CO)C(C)C)c2cc(F)c(I)cc2c1=O, c1ccncc1. Yields the product CCOC(=O)c1cn(C(COC(=O)OC)C(C)C)c2cc(F)c(I)cc2c1=O. Reaction SMILES: [CH:36]([Cl:37])([Cl:38])[Cl:39].[Cl:31][C:32](=[O:33])[O:34][CH3:35].[F:1][c:2]1[c:3]([I:24])[cH:4][c:5]2[c:6](=[O:23])[c:7]([C:18](=[O:19])[O:20][CH2:21][CH3:22])[cH:8][n:9]([CH:12]([CH2:13][OH:14])[CH:15]([CH3:16])[CH3:17])[c:10]2[cH:11]1.[cH:25]1[cH:26][cH:27][n:28][cH:29][cH:30]1>>[F:1][c:2]1[c:3]([I:24])[cH:4][c:5]2[c:6](=[O:23])[c:7]([C:18](=[O:19])[O:20][CH2:21][CH3:22])[cH:8][n:9]([CH:12]([CH2:13][O:14][C:32](=[O:33])[O:34][CH3:35])[CH:15]([CH3:16])[CH3:17])[c:10]2[cH:11]1. Starting materials: B, Cc1ccc(N)cc1C, CCN=C=NCCCN(C)C, CCOC(C)=O, CCN(C(C)C)C(C)C, ClCCl, Cl, Cl, O=C(O)Cc1ccc(C(F)(F)F)nc1, C1CCOC1, On1nnc2ccccc21. The product is Cc1ccc(NCCc2ccc(C(F)(F)F)nc2)cc1C. Reaction SMILES: [BH3:60].[CH3:15][c:16]1[cH:17][cH:18][c:19]([NH2:20])[cH:21][c:22]1[CH3:23].[CH3:35][N:36]([CH3:37])[CH2:38][CH2:39][CH2:40][N:41]=[C:42]=[N:43][CH2:44][CH3:45].[CH3:65][CH2:66][O:67][C:68](=[O:69])[CH3:70].[CH:46]([N:47]([CH2:48][CH3:49])[CH:50]([CH3:51])[CH3:52])([CH3:53])[CH3:54].[Cl:62][CH2:63][Cl:64].[ClH:34].[ClH:61].[F:1][C:2]([c:3]1[cH:4][cH:5][c:6]([CH2:9][C:10]([OH:11])=[O:12])[cH:7][n:8]1)([F:13])[F:14].[O:55]1[CH2:56][CH2:57][CH2:58][CH2:59]1.[OH:24][n:25]1[c:26]2[cH:27][cH:28][cH:29][cH:30][c:31]2[n:32][n:33]1>>[F:1][C:2]([c:3]1[cH:4][cH:5][c:6]([CH2:9][CH2:10][NH:20][c:19]2[cH:18][cH:17][c:16]([CH3:15])[c:22]([CH3:23])[cH:21]2)[cH:7][n:8]1)([F:13])[F:14]. Reactants: ice water, O(C1=CC=CC=C1)C1=C(C=C(C=C1)OC)NS(=O)(=O)C(F)(F)F (4-phenoxy-3-trifluoromethylsulfonylaminoanisole), C(C)S (ethanethiol), [Cl-].[Al+3].[Cl-].[Cl-] (aluminum chloride). Run in C(Cl)Cl (methylene chloride). Reaction conditions: time 30 minute. Product: O(C1=CC=CC=C1)C1=C(C=C(C=C1)O)NS(=O)(=O)C(F)(F)F (4-phenoxy-3-trifluoromethylsulfonylaminophenol). The yield is 85.6%. RXN SMILES: [O:1]([C:8]1[CH:13]=[CH:12][C:11]([O:14]C)=[CH:10][C:9]=1[NH:16][S:17]([C:20]([F:23])([F:22])[F:21])(=[O:19])=[O:18])[C:2]1[CH:7]=[CH:6][CH:5]=[CH:4][CH:3]=1.C(S)C.[Cl-].[Al+3].[Cl-].[Cl-]>C(Cl)Cl>[O:1]([C:8]1[CH:13]=[CH:12][C:11]([OH:14])=[CH:10][C:9]=1[NH:16][S:17]([C:20]([F:23])([F:21])[F:22])(=[O:19])=[O:18])[C:2]1[CH:3]=[CH:4][CH:5]=[CH:6][CH:7]=1 |f:2.3.4.5|. Reported procedure: 34.7 g of 4-phenoxy-3-trifluoromethylsulfonylaminoanisole and 31 g of ethanethiol were dissolved in 350 ml of methylene chloride. The resulting solution was then ice-cooled. Thereto was added 27 g of aluminum chloride at the same temperature in 30 minutes. Stirring was conducted for 30 minutes at 5°-10° C. The reaction mixture was poured into 300 ml of ice water and the resulting organic layer was separated. The organic layer was washed with water and a saturated aqueous sodium chloride solution... Reactants: FC1=C(C=CC=C1)N(C(C(C)Br)=O)C (N-(2-fluorophenyl)-N-methyl-2-bromopropionamide), C1(O)=CC=C(O)C=C1 (hydroquinone), C([O-])([O-])=O.[K+].[K+] (potassium carbonate). The reagents and catalysts are [Br-].C(CCC)[N+](CCCC)(CCCC)CCCC (tetra-n-butylammonium bromide). Run in C(C)#N (acetonitrile). Yields the product FC1=C(C=CC=C1)N(C(C(C)OC1=CC=C(C=C1)O)=O)C (N-(2-Fluorophenyl)-N-methyl-2-(4-hydroxyphenoxy)propionamide). The yield is 86.4%. As a reaction SMILES: [F:1][C:2]1[CH:7]=[CH:6][CH:5]=[CH:4][C:3]=1[N:8]([CH3:14])[C:9](=[O:13])[CH:10](Br)[CH3:11].[C:15]1([CH:22]=[CH:21][C:19]([OH:20])=[CH:18][CH:17]=1)[OH:16].C(=O)([O-])[O-].[K+].[K+]>[Br-].C([N+](CCCC)(CCCC)CCCC)CCC.C(#N)C>[F:1][C:2]1[CH:7]=[CH:6][CH:5]=[CH:4][C:3]=1[N:8]([CH3:14])[C:9](=[O:13])[CH:10]([O:16][C:15]1[CH:22]=[CH:21][C:19]([OH:20])=[CH:18][CH:17]=1)[CH3:11] |f:2.3.4,5.6|. Procedure: N-(2-fluorophenyl)-N-methyl-2-bromopropionamide(18.2 g, 0.07 mol), hydroquinone(7 g, 0.064 mol), potassium carbonate(10.54 g, 0.076 mol) and tetra-n-butylammonium bromide(1 g) were dissolved in 350 ml of acetonitrile and heated at reflux for 6 hours. The reaction mixture was cooled to room temperature and solid remained during the reaction was filtered out. The filtrate was concentrated under reduced pressure and the crude product was purified by column chromatography(eluent: ethyl acetate/n-hex... The reactants are NC1C2CC3CC1CN(C3)C2, O=C(O)c1cccc(F)c1. Product: O=C(NC1C2CC3CC1CN(C3)C2)c1cccc(F)c1. Reaction SMILES: [N:1]12[CH2:2][CH:3]3[CH:4]([NH2:11])[CH:5]([CH2:6][CH:7]([CH2:8]1)[CH2:9]3)[CH2:10]2.[OH:12][C:13](=[O:14])[c:15]1[cH:16][cH:17][cH:18][c:19]([F:20])[cH:21]1>>[N:1]12[CH2:2][CH:3]3[CH:4]([NH:11][C:13](=[O:12])[c:15]4[cH:16][cH:17][cH:18][c:19]([F:20])[cH:21]4)[CH:5]([CH2:6][CH:7]([CH2:8]1)[CH2:9]3)[CH2:10]2. Starting materials: [OH-].[K+] (Potassium hydroxide), C(C)(C)OC=1C(=NC=C(C(=S)OC)C1)C (methyl 5-isopropyloxy-6-methylthionicotinoate). The solvent is O (water), CO (methanol). Conditions: time 6 hour. Product: C(C)(C)OC=1C(=NC=C(C(=S)O)C1)C (5-isopropyloxy-6-methylthionicotinic acid). RXN SMILES: [OH-].[K+].[CH:3]([O:6][C:7]1[C:8]([CH3:17])=[N:9][CH:10]=[C:11]([CH:16]=1)[C:12]([O:14]C)=[S:13])([CH3:5])[CH3:4]>O.CO>[CH:3]([O:6][C:7]1[C:8]([CH3:17])=[N:9][CH:10]=[C:11]([CH:16]=1)[C:12]([OH:14])=[S:13])([CH3:5])[CH3:4] |f:0.1|. Reported procedure: Potassium hydroxide (770 mg) in water (8 mL) is added to a solution of methyl 5-isopropyloxy-6-methylthionicotinoate (1.1 g) in methanol (15 mL) and the mixture stirred at room temperature for 6 hours. After concentrating in vacuo the residue is dissolved in water and acidified to pH 1 with concentrated aqueous hydrochloric acid. The mixture is extracted with ethyl acetate, the extracts washed with water and dried (MgSO4). The solvent is removed in vacuo to give 5-isopropyloxy-6-methylthionicoti...